From a dataset of the Open Reaction Database (ORD), a public repository of structured organic reaction records. describe an organic reaction: reactants, conditions, products, and yield Reactants: [Cl-].[NH4+] (ammonium chloride), BrC=1C=C2CCCSC2=CC1 (6-Bromo-thiochromane), CN(C)C=O (DMF), C(CCC)[Li].CCCCCC (n-butyl lithium hexane). The solvent is C1CCOC1 (THF). Reaction conditions: time 1 hour. The product is S1CCCC2=CC(=CC=C12)C=O (6-Thiochromanecarbaldehyde). As a reaction SMILES: Br[C:2]1[CH:3]=[C:4]2[C:9](=[CH:10][CH:11]=1)[S:8][CH2:7][CH2:6][CH2:5]2.C([Li])CCC.CCCCCC.CN([CH:26]=[O:27])C.[Cl-].[NH4+]>C1COCC1>[S:8]1[C:9]2[C:4](=[CH:3][C:2]([CH:26]=[O:27])=[CH:11][CH:10]=2)[CH2:5][CH2:6][CH2:7]1 |f:1.2,4.5|. Reported procedure: 6-Bromo-thiochromane (1.00 g) was dissolved in THF (15.0 mL), added dropwise with 2.69 mol/L n-butyl lithium/hexane solution (3.24 mL) at −78° C., and stirred for 1 hour at the same temperature. After adding DMF (0.71 mL) at the same temperature, it was stirred for 16 hours while raising the temperature to room temperature. A saturated aqueous solution of ammonium chloride was added, and after extraction with ethyl acetate, the organic layer was washed with saturated brine. After drying over anh...